From a dataset of the Open Reaction Database (ORD), a public repository of structured organic reaction records. describe an organic reaction: reactants, conditions, products, and yield Isolated yield 92.3%. The reactants are C(C)(=O)OC1=CC=C2C(CC(C2=C1)=O)C1=CC=CC=C1 (2,3-Dihydro-1-oxo-3-phenyl-1H-inden-6-yl acetate), ( 375W ), C1CC(=O)N(C1=O)Br (NBS), CC(C)(C#N)N=NC(C)(C)C#N (AIBN). Run in C(Cl)(Cl)(Cl)Cl (CCl4). Procedure: 2,3-Dihydro-1-oxo-3-phenyl-1H-inden-6-yl acetate (10.1 g, 37.9 mmol) obtained in Step 3 was placed into a flask and dissolved in CCl4 (200 mL). To the resulting solution, NBS (14.8 g, 2.2 eq) and AIBN (0.62 g, 10 mol %) were added. The resulting mixture was allowed to reflux for 1 h. Then the mixture was further irradiated by a tungsten lamp (375W) for 1.5 h. After cooling to room temperature, the precipitate was collected using a Buchner funnel. The solid was dissolved in CH2Cl2 and washed with... RXN SMILES: [C:1]([O:4][C:5]1[CH:13]=[C:12]2[C:8]([CH:9]([C:15]3[CH:20]=[CH:19][CH:18]=[CH:17][CH:16]=3)[CH2:10][C:11]2=[O:14])=[CH:7][CH:6]=1)(=[O:3])[CH3:2].C1C(=O)N([Br:28])C(=O)C1.CC(N=NC(C#N)(C)C)(C#N)C>C(Cl)(Cl)(Cl)Cl>[C:1]([O:4][C:5]1[CH:13]=[C:12]2[C:8]([C:9]([C:15]3[CH:20]=[CH:19][CH:18]=[CH:17][CH:16]=3)=[C:10]([Br:28])[C:11]2=[O:14])=[CH:7][CH:6]=1)(=[O:3])[CH3:2]. The product is C(C)(=O)OC1=CC=C2C(=C(C(C2=C1)=O)Br)C1=CC=CC=C1 (2-Bromo-1-oxo-3-phenyl-1H-inden-6-yl acetate). Starting materials: C(C(=O)Cl)(=O)Cl (oxalyl chloride), N1=CC=CC=C1 (pyridine), ClC1=C(C=C(C(=O)O)C=C1)OC (4-chloro-3-methoxybenzoic acid), Cl.COCN (methoxymethylamine hydrochloride). Reagents/catalysts: CN(C=O)C (N,N-dimethylformamide). The solvent is C(C)#N (acetonitrile), ClCCl (dichloromethane). Reaction conditions: time 6 hour. Yields the product ClC1=C(C=C(C(=O)N(C)OC)C=C1)OC (4-Chloro-3-,N-dimethoxy-N-methyl-benzamide). Isolated yield 87.0%. As a reaction SMILES: [Cl:1][C:2]1[CH:10]=[CH:9][C:5]([C:6]([OH:8])=O)=[CH:4][C:3]=1[O:11][CH3:12].[C:13](Cl)(=[O:17])C(Cl)=O.Cl.CO[CH2:22][NH2:23].N1C=CC=CC=1>ClCCl.CN(C)C=O.C(#N)C>[Cl:1][C:2]1[CH:10]=[CH:9][C:5]([C:6]([N:23]([O:17][CH3:13])[CH3:22])=[O:8])=[CH:4][C:3]=1[O:11][CH3:12] |f:2.3|. Procedure details: A suspension of 4-chloro-3-methoxybenzoic acid (F. Claudi et al J. Med. Chem., 1992, 35, 4408) (37.2 g, 0.2 mol) in dichloromethane (500 ml) containing oxalyl chloride (26 ml) was treated with N,N-dimethylformamide (10 drops). After stirring at room temperature for 6 hours the solution was concentrated at reduced pressure, additional dichloromethane was added to the residue and the solvent was re-evaporated. The residue was then dissolved in acetonitrile (600 ml) and methoxymethylamine hydrochlo... Starting materials: CNC(/C(=N/OC)/C1=C(C=CC=C1)OC1=CC=CC=C1)=O ((E)-N-methyl-2-(2-phenoxyphenyl)-2-methoxyiminoacetamide), BrBr (bromine). The solvent is C(Cl)(Cl)(Cl)Cl (carbon tetrachloride), C(Cl)(Cl)(Cl)Cl (carbon tetrachloride). Run at time 1 hour. The product is CNC(/C(=N/OC)/C1=C(C=CC=C1)OC1=CC=C(C=C1)Br)=O ((E)-N-methyl-2-[2-(4-bromophenoxy)phenyl]-2-methoxyiminoacetamide). As a reaction SMILES: [CH3:1][NH:2][C:3](=[O:21])/[C:4](/[C:8]1[CH:13]=[CH:12][CH:11]=[CH:10][C:9]=1[O:14][C:15]1[CH:20]=[CH:19][CH:18]=[CH:17][CH:16]=1)=[N:5]/[O:6][CH3:7].[Br:22]Br>C(Cl)(Cl)(Cl)Cl>[CH3:1][NH:2][C:3](=[O:21])/[C:4](/[C:8]1[CH:13]=[CH:12][CH:11]=[CH:10][C:9]=1[O:14][C:15]1[CH:16]=[CH:17][C:18]([Br:22])=[CH:19][CH:20]=1)=[N:5]/[O:6][CH3:7]. Reported procedure: A solution of (E)-N-methyl-2-(2-phenoxyphenyl)-2-methoxyiminoacetamide (500 mg) in carbon tetrachloride (3 ml) was cooled to 0° C., and bromine in carbon tetrachloride (1.27 mmol) was dropwise added thereto. The resulant mixture was stirred at the same temperature for 1 hour, washed with a saturated aqueous sodium hydrogencarbonate solution and extracted with dichloroethane. The solvent was dried and evaporated, and the residue was subjected to HPLC with a mixture of hexane and ethyl acetate to ... Product: N=C(NO)c1nccs1. RXN SMILES: [CH3:17][CH2:18][OH:19].[ClH:8].[NH2:9][OH:10].[cH:11]1[cH:12][cH:13][n:14][cH:15][cH:16]1.[s:1]1[c:2]([C:6]#[N:7])[n:3][cH:4][cH:5]1>>[s:1]1[c:2]([C:6](=[NH:7])[NH:9][OH:10])[n:3][cH:4][cH:5]1. Reactants: CCO, Cl, NO, c1ccncc1, N#Cc1nccs1. Starting materials: COC(=O)C=1N=C(C2=CC=CC=C2C1)CCSC (1-(2-methylsulfanyl-ethyl)-isoquinoline-3-carboxylic acid methyl ester), [Li+].[OH-] (LiOH), C1CCOC1 (THF). Solvent: CO (methanol). Product: CSCCC1=NC(=CC2=CC=CC=C12)C(=O)O (1-(2-methylsulfanyl-ethyl)-isoquinoline-3-carboxylic acid). Yield: 91.7%. As a reaction SMILES: C[O:2][C:3]([C:5]1[N:6]=[C:7]([CH2:15][CH2:16][S:17][CH3:18])[C:8]2[C:13]([CH:14]=1)=[CH:12][CH:11]=[CH:10][CH:9]=2)=[O:4].[Li+].[OH-].C1COCC1>CO>[CH3:18][S:17][CH2:16][CH2:15][C:7]1[C:8]2[C:13](=[CH:12][CH:11]=[CH:10][CH:9]=2)[CH:14]=[C:5]([C:3]([OH:4])=[O:2])[N:6]=1 |f:1.2|. Reported procedure: 1-(2-methylsulfanyl-ethyl)-isoquinoline-3-carboxylic acid was prepared according to General Procedure B using 49 mg (0.187 mmol) of 1-(2-methylsulfanyl-ethyl)-isoquinoline-3-carboxylic acid methyl ester, 0.28 mL of 2 N aq. LiOH, 2 mL of THF and 0.5 mL of methanol stirring at room temperature for 1 h. 42.4 mg (91%) of 1-(2-methylsulfanyl-ethyl)-isoquinoline-3-carboxylic acid was obtained. LCMS: 248 (M+1)+. Reactants: O=C(O)c1ccc(-c2ccc(Br)cc2)cc1, CC(C)(C)[O-], [Li+], O=S(Cl)Cl. Reaction SMILES: [Br:1][c:2]1[cH:3][cH:4][c:5](-[c:8]2[cH:9][cH:10][c:11]([C:14](=[O:15])[OH:16])[cH:12][cH:13]2)[cH:6][cH:7]1.[CH3:21][C:22]([CH3:23])([O-:24])[CH3:25].[Li+:26].[S:17]([Cl:18])([Cl:19])=[O:20]>>[Br:1][c:2]1[cH:3][cH:4][c:5](-[c:8]2[cH:9][cH:10][c:11]([C:14](=[O:15])[O:16][C:22]([CH3:21])([CH3:23])[CH3:25])[cH:12][cH:13]2)[cH:6][cH:7]1. The product is CC(C)(C)OC(=O)c1ccc(-c2ccc(Br)cc2)cc1.